From a dataset of the Open Reaction Database (ORD), a public repository of structured organic reaction records. describe an organic reaction: reactants, conditions, products, and yield Reactants: BrC=1C=CC(=NC1)Cl (5-bromo-2-chloropyridine), 2,5-dihalogenopyridine, C(C)(C)[Mg]Cl (isopropylmagnesium chloride), BrC1=CC=CC=C1 (bromobenzene), halogenoaryl, [Cl-].[NH4+] (ammonium chloride). Reagents/catalysts: C1=CC=C(C=C1)P([C-]2C=CC=C2)C3=CC=CC=C3.C1=CC=C(C=C1)P([C-]2C=CC=C2)C3=CC=CC=C3.Cl[Pd]Cl.[Fe+2] ([1,1′-bis(diphenylphosphino)ferrocene]dichloropalladium(II)), [Pd] (palladium). Solvent: O1CCCC1 (tetrahydrofuran), O1CCCC1 (tetrahydrofuran), C1(=CC=CC=C1)C (Toluene), O1CCCC1 (tetrahydrofuran). Reaction conditions: temperature 10 celsius, time 1.5 hour. Product: ClC1=CC=C(C=N1)C1=CC=CC=C1 (6-chloro-3-phenylpyridine). Isolated yield 68.6%. Reaction SMILES: C([Mg]Cl)(C)C.Br[C:7]1[CH:8]=[CH:9][C:10]([Cl:13])=[N:11][CH:12]=1.Br[C:15]1[CH:20]=[CH:19][CH:18]=[CH:17][CH:16]=1.[Cl-].[NH4+]>C1C=CC(P(C2C=CC=CC=2)[C-]2C=CC=C2)=CC=1.C1C=CC(P(C2C=CC=CC=2)[C-]2C=CC=C2)=CC=1.Cl[Pd]Cl.[Fe+2].[Pd].C1(C)C=CC=CC=1.O1CCCC1>[Cl:13][C:10]1[N:11]=[CH:12][C:7]([C:15]2[CH:20]=[CH:19][CH:18]=[CH:17][CH:16]=2)=[CH:8][CH:9]=1 |f:3.4,5.6.7.8|. Procedure details: In a 300 mL inner volume flask replaced by nitrogen, 30.3 g of tetrahydrofuran solution containing 19.5% by weight of isopropylmagnesium chloride (57.5 mmol as isopropylmagnesium chloride) as a magnesiation reagent was charged, and cooled at 10° C., and then 20 g of tetrahydrofuran solution containing 5-bromo-2-chloropyridine (9.6 g, 50.0 mmol) as a 2,5-dihalogenopyridine derivative (I), was added dropwise in the range of 10 to 20° C. for 1.0 hour. After adding dropwise, the reaction mixture was... The reactants are FC(C1=CC=C(C=C1)C=C)(F)F (1-(trifluoromethyl)-4-vinylbenzene), BrC1=NOCC1 (bromo-4,5-dihydroisoxazole), BrC1=NC=C(C=C1)O (2-bromo-5-hydroxypyridine). Yields the product N1=CC(=CC=C1)OC1=NOCC1 (3-(pyridin-3-yloxy)-4,5-dihydroisoxazole). Reaction SMILES: FC(F)(F)C1C=CC(C=C)=CC=1.Br[C:14]1[CH2:18][CH2:17][O:16][N:15]=1.Br[C:20]1[CH:25]=[CH:24][C:23]([OH:26])=[CH:22][N:21]=1>>[N:21]1[CH:20]=[CH:25][CH:24]=[C:23]([O:26][C:14]2[CH2:18][CH2:17][O:16][N:15]=2)[CH:22]=1. Procedure: 3-(pyridin-3-yloxy)-4,5-dihydroisoxazole I-216a and I-216b were prepared in 2 steps from 1-(trifluoromethyl)-4-vinylbenzene using the cycloaddition conditions from Method 1. The resulting bromo-4,5-dihydroisoxazole was reacted with 2-bromo-5-hydroxypyridine using Method 5 to provide racemic compound I-216. These compounds can be separated using chiral HPLC methods known in the art. For example, see chiral HPLC Method disclosed herein. [M+H]+=389.1 m/z. Activity: B Reactants: C1(CCCCC1)N=C=NC1CCCCC1 (N,N'-dicyclohexylcarbodiimide), C(C)(C)(C)OC(=O)N[C@H](CC1=CN(C2=CC=CC=C12)C)C(=O)O (N-tert-butoxycarbonyl-1-methyl-D-tryptophan), Cl (hydrochloric acid), C(C)OC([C@H](N)CCSC)=O (D-methionine ethyl ester). Solvent: C(Cl)Cl (methylene chloride), C(C)N(CC)CC (triethylamine), C(Cl)Cl (methylene chloride), C(Cl)Cl (methylene chloride). The product is C(C)OC([C@H](NC([C@H](NC(=O)OC(C)(C)C)CC1=CN(C2=CC=CC=C12)C)=O)CCSC)=O (N-tert-butoxycarbonyl-1-methyl-D-tryptophyl-D-methionine ethyl ester). Isolated yield 101.2%. Reaction SMILES: [C:1]([O:5][C:6]([NH:8][C@@H:9]([C:21](O)=[O:22])[CH2:10][C:11]1[C:19]2[C:14](=[CH:15][CH:16]=[CH:17][CH:18]=2)[N:13]([CH3:20])[CH:12]=1)=[O:7])([CH3:4])([CH3:3])[CH3:2].Cl.[CH2:25]([O:27][C:28](=[O:35])[C@@H:29]([CH2:31][CH2:32][S:33][CH3:34])[NH2:30])[CH3:26].C1(N=C=NC2CCCCC2)CCCCC1>C(Cl)Cl.C(N(CC)CC)C>[CH2:25]([O:27][C:28](=[O:35])[C@@H:29]([CH2:31][CH2:32][S:33][CH3:34])[NH:30][C:21](=[O:22])[C@@H:9]([CH2:10][C:11]1[C:19]2[C:14](=[CH:15][CH:16]=[CH:17][CH:18]=2)[N:13]([CH3:20])[CH:12]=1)[NH:8][C:6]([O:5][C:1]([CH3:3])([CH3:4])[CH3:2])=[O:7])[CH3:26]. Reported procedure: To a suspension of N-tert-butoxycarbonyl-1-methyl-D-tryptophan (1.60 g) and hydrochloric acid salt of D-methionine ethyl ester (1.06 g) in dry methylene chloride (30 ml) which was cooled on an ice bath and stirred was added a solution of triethylamine (0.50 g) in dry methylene chloride (10 ml). The mixture was stirred for 30 minutes, and to the mixture was added a solution of N,N'-dicyclohexylcarbodiimide (1.04 g) in dry methylene chloride (10 ml). The resulting mixture was stirred overnight. Af... Starting materials: OC1=CC=C(C(=O)OC)C=C1 (methyl 4-hydroxybenzoate), C(=O)([O-])[O-].[K+].[K+] (K2CO3), ICCC\C=C/CCCCCC (1-iodoundec-4Z-ene). Solvent: CN(C)C=O (DMF). Product: C(CC\C=C/CCCCCC)OC1=CC=C(C(=O)OC)C=C1 (methyl 4-(undec-4Z-enyloxy)benzoate). Yield: 100.1%. As a reaction SMILES: [OH:1][C:2]1[CH:11]=[CH:10][C:5]([C:6]([O:8][CH3:9])=[O:7])=[CH:4][CH:3]=1.C([O-])([O-])=O.[K+].[K+].I[CH2:19][CH2:20][CH2:21]/[CH:22]=[CH:23]\[CH2:24][CH2:25][CH2:26][CH2:27][CH2:28][CH3:29]>CN(C=O)C>[CH2:19]([O:1][C:2]1[CH:3]=[CH:4][C:5]([C:6]([O:8][CH3:9])=[O:7])=[CH:10][CH:11]=1)[CH2:20][CH2:21]/[CH:22]=[CH:23]\[CH2:24][CH2:25][CH2:26][CH2:27][CH2:28][CH3:29] |f:1.2.3|. Procedure details: 90 mg of 32 (590 μmol) and 81 mg of K2CO3 (590 μmol) are added to 150 mg of 13 (535 μmol) in anhydrous DMF (2 mL). After reaction for 7 hours at 90° C., the reaction medium is concentrated, taken up in DCM and then washed with water. 163 mg of a yellow oil are obtained, and are chromatographed on silica gel in pentane/ethyl acetate (80/1). 129 mg of the expected coupling product are isolated in the form of a yellow oil, i.e. a yield of 79%. The reactants are C(C1=CC=CC=C1)N1[C@H](CN(CC1)CC1=CC=CC=C1)CCC1=C(C=CC=C1)OC ((S)-1,4-dibenzyl-2-(2-(2-methoxy-phenyl)-ethyl)-piperazine), C(=O)[O-].[NH4+] (ammonium formate). The reagents and catalysts are [Pd] (Pd/C). Run in C(C)O (ethanol). Reaction conditions: time 3 hour. Product: COC1=C(C=CC=C1)CC[C@@H]1NCCNC1 ((S)-2-(2-(2-methoxy-phenyl)-ethyl)-piperazine). Isolated yield 86.6%. RXN SMILES: C([N:8]1[CH2:13][CH2:12][N:11](CC2C=CC=CC=2)[CH2:10][C@@H:9]1[CH2:21][CH2:22][C:23]1[CH:28]=[CH:27][CH:26]=[CH:25][C:24]=1[O:29][CH3:30])C1C=CC=CC=1.C([O-])=O.[NH4+]>[Pd].C(O)C>[CH3:30][O:29][C:24]1[CH:25]=[CH:26][CH:27]=[CH:28][C:23]=1[CH2:22][CH2:21][C@H:9]1[CH2:10][NH:11][CH2:12][CH2:13][NH:8]1 |f:1.2|. Procedure: Combine (S)-1,4-dibenzyl-2-(2-(2-methoxy-phenyl)-ethyl)-piperazine (2.10 g, 5.24 mmol), ammonium formate (1.65 g, 26.19 mmol), 5% Pd/C (253.6 mg), and ethanol (100 mL). Stir and heat the mixture at reflux. After 3 hours, cool to ambient temperature and remove the catalyst by vacuum filtration through celite. Reduce the filtrate to residue and purify it on silica gel using dichloromethane/2N ammonia in methanol (80:20) to give (1.00 g, 87%) of the title compound: mass spectrum (ion spray): m/z=22... Reactants: C(C)(=O)C(CCCCCCC(=O)O)(CCC=C(CCCCC)C)C1=CC=CC=C1 (8-acetyl-8-phenyl-12-methyl-11-heptadecenoic acid), [BH4-].[Na+] (sodium borohydride), Mercuric acetate, [OH-] (hydroxide), [OH-].[Na+] (sodium hydroxide). Run in solution, O1CCCC1 (tetrahydrofuran), O (water), O1CCCC1 (tetrahydrofuran). Reaction conditions: time 24 hour. Product: C(C)(=O)C(CCCCCCC(=O)O)(CCCC(CCCCC)(C)O)C1=CC=CC=C1 (8-acetyl-8-phenyl-12-hydroxy-12-methyl-heptadecanoic acid). As a reaction SMILES: [C:1]([C:4]([C:24]1[CH:29]=[CH:28][CH:27]=[CH:26][CH:25]=1)([CH2:14][CH2:15][CH:16]=[C:17]([CH3:23])[CH2:18][CH2:19][CH2:20][CH2:21][CH3:22])[CH2:5][CH2:6][CH2:7][CH2:8][CH2:9][CH2:10][C:11]([OH:13])=[O:12])(=[O:3])[CH3:2].[OH-:30].[Na+].[BH4-].[Na+].[OH-]>O.O1CCCC1>[C:1]([C:4]([C:24]1[CH:25]=[CH:26][CH:27]=[CH:28][CH:29]=1)([CH2:14][CH2:15][CH2:16][C:17]([OH:30])([CH3:23])[CH2:18][CH2:19][CH2:20][CH2:21][CH3:22])[CH2:5][CH2:6][CH2:7][CH2:8][CH2:9][CH2:10][C:11]([OH:13])=[O:12])(=[O:3])[CH3:2] |f:1.2,3.4|. Procedure details: Mercuric acetate (3.8 g., 0.012 mole) is dissolved in water (12ml.) and tetrahydrofuran (20 ml.) is added to give a suspension of a yellow solid. Then, 8-acetyl-8-phenyl-12-methyl-11-heptadecenoic acid (4.8 g., 0.012 mole) in tetrahydrofuran (20 ml.) is added, and the mixture stirred at room temperature for 24 hours. After 6 hours, the yellow suspended solid has disappeared and a cloudy solution results. To the solution is added 3M sodium hydroxide solution (12 ml.), followed by 0.5M sodium boro... Run at time 30 hour. Solvent: ClCCl (dichloromethane). The reactants are C(CCC)OCCOC1=CC=C(C=C1)C=1C=CC2=C(C=C(CCN2C(C(F)(F)F)=O)C(=O)NC2=CC=C(C=C2)C(C2=NC=CC=C2OCCC)O)C1 (7-[4-(2-butoxyethoxy)phenyl]-N-[4-[hydroxy(3-propoxypyridin-2-yl)methyl]phenyl]-1-trifluoroacetyl-2,3-dihydro-1H-1-benzazepine-4-carboxamide), ClC1=CC(=CC=C1)C(=O)OO (3-chloroperbenzoic acid), S(=S)(=O)([O-])[O-].[Na+].[Na+] (sodium thiosulfate). Product: C(CCC)OCCOC1=CC=C(C=C1)C=1C=CC2=C(C=C(CCN2C(C(F)(F)F)=O)C(=O)NC2=CC=C(C=C2)C(C2=[N+](C=CC=C2OCCC)[O-])O)C1 (7-[4-(2-butoxyethoxy)phenyl]-N-[4-[hydroxy(1-oxido-3-propoxypyridin-2-yl)methyl]phenyl]-1-trifluoroacetyl-2,3-dihydro-1H-1-benzazepine-4-carboxamide). Yield: 75.4%. Reaction SMILES: [CH2:1]([O:5][CH2:6][CH2:7][O:8][C:9]1[CH:14]=[CH:13][C:12]([C:15]2[CH:16]=[CH:17][C:18]3[N:24]([C:25](=[O:30])[C:26]([F:29])([F:28])[F:27])[CH2:23][CH2:22][C:21]([C:31]([NH:33][C:34]4[CH:39]=[CH:38][C:37]([CH:40]([OH:51])[C:41]5[C:46]([O:47][CH2:48][CH2:49][CH3:50])=[CH:45][CH:44]=[CH:43][N:42]=5)=[CH:36][CH:35]=4)=[O:32])=[CH:20][C:19]=3[CH:52]=2)=[CH:11][CH:10]=1)[CH2:2][CH2:3][CH3:4].ClC1C=CC=C(C(OO)=[O:61])C=1.S([O-])([O-])(=O)=S.[Na+].[Na+]>ClCCl>[CH2:1]([O:5][CH2:6][CH2:7][O:8][C:9]1[CH:10]=[CH:11][C:12]([C:15]2[CH:16]=[CH:17][C:18]3[N:24]([C:25](=[O:30])[C:26]([F:29])([F:27])[F:28])[CH2:23][CH2:22][C:21]([C:31]([NH:33][C:34]4[CH:35]=[CH:36][C:37]([CH:40]([OH:51])[C:41]5[C:46]([O:47][CH2:48][CH2:49][CH3:50])=[CH:45][CH:44]=[CH:43][N+:42]=5[O-:61])=[CH:38][CH:39]=4)=[O:32])=[CH:20][C:19]=3[CH:52]=2)=[CH:13][CH:14]=1)[CH2:2][CH2:3][CH3:4] |f:2.3.4|. Procedure: To a solution of 7-[4-(2-butoxyethoxy)phenyl]-N-[4-[hydroxy(3-propoxypyridin-2-yl)methyl]phenyl]-1-trifluoroacetyl-2,3-dihydro-1H-1-benzazepine-4-carboxamide (480 mg) in dichloromethane (10 ml) was added 3-chloroperbenzoic acid (70%, 0.2 g) at 0° C. and the mixture was stirred for 30 hours at room temperature. To the reaction solution was added sodium thiosulfate solution and the mixture was stirred for several minutes. The mixture was extracted with ethyl acetate, and the organic layer was wash... Reactants: C[C@@H](C(=O)O)NC(=O)OC(C)(C)C (N-t-Boc-L-alanine), 5-(N-t-Boc-L-alaninyl)amino-3,3,7-trimethyl-5,7-dihydro-6H-benz[b]azepin-6-one, Cl.N[C@@H](C)C(=O)NC1C2=C(N=CC(C1)(C)C)C=CC(C2=O)C (5-(L-alaninyl)amino-3,3,7-trimethyl-5,7-dihydro-6H-benz[b]azepin-6-one hydrochloride), Cl.NC1C2=C(N=CC(C1)(C)C)C=CC(C2=O)C (5-amino-3,3,7-trimethyl-5,7-dihydro-6H-benz[b]azepin-6-one hydrochloride), 5-(N-t-Boc-L-alaninyl)amino-3,3,7-trimethyl-5,7-dihydro-6H-benz[b]azepine-6-one. Product: Cl.N[C@@H](C)C(=O)C1C2=C(N=C(C(C1)(C)C)N)C=CC(C2=O)C (5-(L-Alaninyl)-amino-3,3,7-trimethyl-5,7-dihydro-6H-benz[b]azepin-6-one Hydrochloride). Reaction SMILES: [CH3:1][C@H:2]([NH:6]C(OC(C)(C)C)=O)[C:3](O)=[O:4].[ClH:14].N[CH:16]1[CH2:22][C:21]([CH3:24])([CH3:23])[CH:20]=[N:19][C:18]2[CH:25]=[CH:26][CH:27]([CH3:30])[C:28](=[O:29])[C:17]1=2.Cl.[NH2:32][C@H](C(NC1CC(C)(C)C=NC2C=CC(C)C(=O)C1=2)=O)C>>[ClH:14].[NH2:6][C@H:2]([C:3]([CH:16]1[CH2:22][C:21]([CH3:24])([CH3:23])[C:20]([NH2:32])=[N:19][C:18]2[CH:25]=[CH:26][CH:27]([CH3:30])[C:28](=[O:29])[C:17]1=2)=[O:4])[CH3:1] |f:1.2,3.4,5.6|. Procedure details: Following the General Procedure H and using N-t-Boc-L-alanine and 5-amino-3,3,7-trimethyl-5,7-dihydro-6H-benz[b]azepin-6-one hydrochloride (Example 1-C), 5-(N-t-Boc-L-alaninyl)amino-3,3,7-trimethyl-5,7-dihydro-6H-benz[b]azepine-6-one was prepared. Following the General Procedure (Example 1-C, Step B) and using 5-(N-t-Boc-L-alaninyl)amino-3,3,7-trimethyl-5,7-dihydro-6H-benz[b]azepin-6-one, 5-(L-alaninyl)amino-3,3,7-trimethyl-5,7-dihydro-6H-benz[b]azepin-6-one hydrochloride was prepared.